This data is from the Open Reaction Database (ORD), a public repository of structured organic reaction records. The task is: describe an organic reaction: reactants, conditions, products, and yield Reactants: ClC1=CC=C(C=C1)N1N=C(C=C1)O (1-(4-chlorophenyl)-3-hydroxypyrazole), C1(=CC=CC=C1)P(C1=CC=CC=C1)C1=CC=CC=C1 (triphenylphosphine), C(CCC)[Sn](\C(=C/CO)\C)(CCCC)CCCC ((Z)-3-tributylstannanyl-but-2-en-1-ol), azodicarbonic acid diisopropyl ester. Solvent: C1CCOC1 (THF). Reaction conditions: temperature -75 celsius. Yields the product ClC1=CC=C(C=C1)N1N=C(C=C1)OC\C=C(\C)/[Sn](CCCC)(CCCC)CCCC (1-(4-Chloro-phenyl)-3-((Z)-3-tributylstannanyl-but-2-enyloxy)-1H-pyrazole). Reaction SMILES: C1(P(C2C=CC=CC=2)C2C=CC=CC=2)C=CC=CC=1.[CH2:20]([Sn:24]([CH2:34][CH2:35][CH2:36][CH3:37])([CH2:30][CH2:31][CH2:32][CH3:33])/[C:25](/[CH3:29])=[CH:26]\[CH2:27][OH:28])[CH2:21][CH2:22][CH3:23].[Cl:38][C:39]1[CH:44]=[CH:43][C:42]([N:45]2[CH:49]=[CH:48][C:47](O)=[N:46]2)=[CH:41][CH:40]=1>C1COCC1>[Cl:38][C:39]1[CH:40]=[CH:41][C:42]([N:45]2[CH:49]=[CH:48][C:47]([O:28][CH2:27]/[CH:26]=[C:25](\[Sn:24]([CH2:20][CH2:21][CH2:22][CH3:23])([CH2:30][CH2:31][CH2:32][CH3:33])[CH2:34][CH2:35][CH2:36][CH3:37])/[CH3:29])=[N:46]2)=[CH:43][CH:44]=1. Procedure: To 8.09 g (30.8 mmol) triphenylphosphine in 200 ml THF have been added with stirring at −75° C. 6.23 g (30.8 mmol) azodicarbonic acid diisopropyl ester. The mixture has been stirred at this temperature for 5 min. Then 10.39 g (28.8 mmol) (Z)-3-tributylstannanyl-but-2-en-1-ol have been added dropwise and stirred for 5 min at −75° C. After addition of 4.00 g (20.6 mmol) 1-(4-chlorophenyl)-3-hydroxypyrazole at −75° C. a red suspension was formed. The mixture was allowed to warm up to ambient temper...